Dataset: the Open Reaction Database (ORD), a public repository of structured organic reaction records. Task: describe an organic reaction: reactants, conditions, products, and yield Reactants: CI (MeI), BrC=1C=CC2=C(NC(OC2(C)C)=O)C1 (7-bromo-4,4-dimethyl-1H-benzo[d][1,3]oxazin-2(4H)-one), solution, C[Si](C)(C)[N-][Si](C)(C)C.[Na+] (NaHMDS). Run in CN(C)C=O (DMF), C1CCOC1 (THF). Run at time 30 minute. The product is BrC=1C=CC2=C(N(C(OC2(C)C)=O)C)C1 (7-bromo-1,4,4-trimethyl-1H-benzo[d][1,3]oxazin-2(4H)-one). Reaction SMILES: [Br:1][C:2]1[CH:3]=[CH:4][C:5]2[C:10]([CH3:12])([CH3:11])[O:9][C:8](=[O:13])[NH:7][C:6]=2[CH:14]=1.[CH3:15][Si]([N-][Si](C)(C)C)(C)C.[Na+].CI>CN(C=O)C.C1COCC1>[Br:1][C:2]1[CH:3]=[CH:4][C:5]2[C:10]([CH3:11])([CH3:12])[O:9][C:8](=[O:13])[N:7]([CH3:15])[C:6]=2[CH:14]=1 |f:1.2|. Procedure details: Into the solution of 7-bromo-4,4-dimethyl-1H-benzo[d][1,3]oxazin-2(4H)-one 7.37 (1.35 g) in DMF (20 mL) was added 1M solution of NaHMDS in THF (7 mL) at rt. After 30 min., MeI (0.85 g) was added. After overnight stirring, the reaction mixture was extracted with ethyl acetate and washed with brine, and dried with dry agent. After removal of the solvent, the residue was crystallized from mixture of DCM and Hexane to provide 1.2 g of 7-bromo-1,4,4-trimethyl-1H-benzo[d][1,3]oxazin-2(4H)-one 7.38 was... Reactants: C1CCOC1, CCO, O=[N+]([O-])c1cc(Cl)c(-n2ccc(-c3ccc(Cl)cc3)n2)c(Cl)c1, O=[Pt]=O. Yields the product Nc1cc(Cl)c(-n2ccc(-c3ccc(Cl)cc3)n2)c(Cl)c1. RXN SMILES: [CH2:24]1[O:25][CH2:26][CH2:27][CH2:28]1.[CH3:29][CH2:30][OH:31].[Cl:1][c:2]1[cH:3][cH:4][c:5](-[c:8]2[n:9][n:10](-[c:13]3[c:14]([Cl:23])[cH:15][c:16]([N+:20]([O-:21])=[O:22])[cH:17][c:18]3[Cl:19])[cH:11][cH:12]2)[cH:6][cH:7]1.[Pt:32](=[O:33])=[O:34]>>[Cl:1][c:2]1[cH:3][cH:4][c:5](-[c:8]2[n:9][n:10](-[c:13]3[c:14]([Cl:23])[cH:15][c:16]([NH2:20])[cH:17][c:18]3[Cl:19])[cH:11][cH:12]2)[cH:6][cH:7]1.